Dataset: the Open Reaction Database (ORD), a public repository of structured organic reaction records. Task: describe an organic reaction: reactants, conditions, products, and yield Starting materials: C([O-])([O-])=O.[K+].[K+] (potassium carbonate), C([O-])([O-])=O.[K+].[K+] (Potassium carbonate), ClCC#N (chloroacetonitrile), ClC=1C(=C(NC2=NC=NC3=CC(=C(C=C23)OCC2CCNCC2)OC)C=CC1)F (4-(3-Chloro-2-fluoroanilino)-7-methoxy-6-[(piperidin-4-yl)methoxy]quinazoline). Run in CC(=O)N(C)C (DMA). Conditions: temperature 60 celsius, time 4 hour. The product is ClC=1C(=C(NC2=NC=NC3=CC(=C(C=C23)OCC2CCN(CC2)CC#N)OC)C=CC1)F (4-(3-Chloro-2-fluoroanilino)-6-{[1-(cyanomethyl)piperidin-4-yl]methoxy}-7-methoxyquinazoline). Isolated yield 8.8%. As a reaction SMILES: [Cl:1][C:2]1[C:3]([F:29])=[C:4]([CH:26]=[CH:27][CH:28]=1)[NH:5][C:6]1[C:15]2[C:10](=[CH:11][C:12]([O:24][CH3:25])=[C:13]([O:16][CH2:17][CH:18]3[CH2:23][CH2:22][NH:21][CH2:20][CH2:19]3)[CH:14]=2)[N:9]=[CH:8][N:7]=1.C(=O)([O-])[O-].[K+].[K+].Cl[CH2:37][C:38]#[N:39]>CC(N(C)C)=O>[Cl:1][C:2]1[C:3]([F:29])=[C:4]([CH:26]=[CH:27][CH:28]=1)[NH:5][C:6]1[C:15]2[C:10](=[CH:11][C:12]([O:24][CH3:25])=[C:13]([O:16][CH2:17][CH:18]3[CH2:23][CH2:22][N:21]([CH2:37][C:38]#[N:39])[CH2:20][CH2:19]3)[CH:14]=2)[N:9]=[CH:8][N:7]=1 |f:1.2.3|. Procedure: 4-(3-Chloro-2-fluoroanilino)-7-methoxy-6-[(piperidin-4-yl)methoxy]quinazoline (Example 3, 104 mg, 0.25 mmol) was dissolved in DMA (5 ml). Potassium carbonate (138 mg, 1.00 mmol) and chloroacetonitrile (17 μl, 0.25 mmol) were added. The mixture was stirred at 60° C. for 4 hours. Further potassium carbonate (138 mg, 1.00 mmol) and chloroacetortitrile (17 μl, 0.25 mmol) were added, and heating was continued at 60° C. for a further 4 hours. The solvent was evaporated and the residue was partitioned ... The reactants are ClC=1C=C(C=C(C1Cl)Cl)N=C=O (3,4,5-trichloro-phenyl isocyanate), FC1=C(C(=O)N)C(=CC=C1)F (2,6-difluoro-benzamide). Solvent: C1(=CC=CC=C1)C (toluene). Product: ClC=1C=C(C=C(C1Cl)Cl)NC(=O)NC(C1=C(C=CC=C1F)F)=O (N-(3,4,5-trichloro-phenyl)-N'-(2,6-difluorobenzoyl)-urea). As a reaction SMILES: [Cl:1][C:2]1[CH:3]=[C:4]([N:10]=[C:11]=[O:12])[CH:5]=[C:6]([Cl:9])[C:7]=1[Cl:8].[F:13][C:14]1[CH:22]=[CH:21][CH:20]=[C:19]([F:23])[C:15]=1[C:16]([NH2:18])=[O:17]>C1(C)C=CC=CC=1>[Cl:1][C:2]1[CH:3]=[C:4]([NH:10][C:11]([NH:18][C:16](=[O:17])[C:15]2[C:14]([F:13])=[CH:22][CH:21]=[CH:20][C:19]=2[F:23])=[O:12])[CH:5]=[C:6]([Cl:9])[C:7]=1[Cl:8]. Procedure details: A solution of 3,4,5-trichloro-phenyl isocyanate (22.3 g), 2,6-difluoro-benzamide (15.7 g) in toluene (200 ml) was heated for eight hours at 90°-95° C. The title compound slowly crystallized out of the initially clear solution and was isolated by suction filtration after cooling of the reaction mixture.